From a dataset of the Open Reaction Database (ORD), a public repository of structured organic reaction records. describe an organic reaction: reactants, conditions, products, and yield Reactants: CC1=CC=CC=2NCCCSC21 (9-methyl-2,3,4,5-tetrahydro-1,5-benzothiazepine), CC(=O)O (AcOH), N(=O)[O-].[Na+] (NaNO2). Solvent: O (water). Run at temperature 23 celsius. The product is CC1=CC=CC=2N(CCCSC21)N=O (9-methyl-5-nitroso-2,3,4,5-tetrahydro-1,5-benzothiazepine). Reaction SMILES: [CH3:1][C:2]1[C:12]2[S:11][CH2:10][CH2:9][CH2:8][NH:7][C:6]=2[CH:5]=[CH:4][CH:3]=1.CC(O)=O.[N:17]([O-])=[O:18].[Na+]>O>[CH3:1][C:2]1[C:12]2[S:11][CH2:10][CH2:9][CH2:8][N:7]([N:17]=[O:18])[C:6]=2[CH:5]=[CH:4][CH:3]=1 |f:2.3|. Procedure details: To a solution of 9-methyl-2,3,4,5-tetrahydro-1,5-benzothiazepine (500 mg, 2.6 mmol) and AcOH (2 mL) cooled to ˜9° C. was added a solution of NaNO2 (212 mg, 3.1 mmol) and water (1 mL) dropwise over 4 min (internal temperature <12° C.). The cooling bath was removed and the reaction was maintained at 23° C. for 2 h. It was diluted with H2O (50 mL). 9-methyl-5-nitroso-2,3,4,5-tetrahydro-1,5-benzothiazepine was obtained (470 mg, 87%) as a yellow solid after it was collected by vacuum filtration and a... The reactants are O (Water), CC(C)(C)[Si](C)(C)Cl (TBDMSCl), N1=CC=CC=C1 (pyridine), C(=O)(OCC1C2=CC=CC=C2C2=CC=CC=C12)NCC(O)C(=O)O (FMOC-isoserine). Reagents/catalysts: CN(C)C=1C=CN=CC1 (DMAP). Solvent: CN(C)C=O (DMF). Run at temperature 50 celsius. The product is C(C)(C)(C)[Si](OC(C(=O)O)CNC(=O)OCC1C2=CC=CC=C2C=2C=CC=CC12)(C)C (2-(tert-Butyl-dimethyl-silanyloxy)-3-(9H-fluoren-9-ylmethoxycarbonylamino)-propionic acid). Isolated yield 96.5%. RXN SMILES: [CH3:1][C:2]([Si:5](Cl)([CH3:7])[CH3:6])([CH3:4])[CH3:3].N1C=CC=CC=1.[C:15]([NH:32][CH2:33][CH:34]([C:36]([OH:38])=[O:37])[OH:35])([O:17][CH2:18][CH:19]1[C:31]2[C:26](=[CH:27][CH:28]=[CH:29][CH:30]=2)[C:25]2[C:20]1=[CH:21][CH:22]=[CH:23][CH:24]=2)=[O:16].O>CN(C1C=CN=CC=1)C.CN(C=O)C>[C:2]([Si:5]([CH3:7])([CH3:6])[O:35][CH:34]([CH2:33][NH:32][C:15]([O:17][CH2:18][CH:19]1[C:31]2[CH:30]=[CH:29][CH:28]=[CH:27][C:26]=2[C:25]2[C:20]1=[CH:21][CH:22]=[CH:23][CH:24]=2)=[O:16])[C:36]([OH:38])=[O:37])([CH3:4])([CH3:3])[CH3:1]. Procedure: TBDMSCl (1.01 g, 6.72 mmol), DMAP (0.19 g, 1.52 mmol) and pyridine (0.97 g, 12.2 mmol) were added to a stirred solution of FMOC-isoserine (1.00 g, 3.05 mmol) in DMF (20 mL). The reaction mixture was heated at 50° C. for 18 hrs. Water (10 mL) was added and the reaction mixture was concentrated in vacuo. DCM and HCl (0.5 M) were added and the two phases were separated. The aqueous phase was extracted two times with DCM. The organic extracts were combined concentrated in vacuo. The residue was puri... Starting materials: [OH-].[Na+] (sodium hydroxide), resultant solution, Cl (hydrochloric acid), COCOC1=C(C=CC=C1OC)CON=C(C)C1=NC(=CC(=C1)C)C (1-(4,6-dimethyl-2-pyridinyl)ethanone O-[(2-methoxymethoxy-3-methoxyphenyl)methyl] oxime). Solvent: O1CCCC1 (tetrahydrofuran). Yields the product OC1=C(C=CC=C1OC)CON=C(C)C1=NC(=CC(=C1)C)C (1-(4,6-Dimethyl-2-pyridinyl)ethanone O-[(2-hydroxy-3-methoxyphenyl)methyl] Oxime). RXN SMILES: COC[O:4][C:5]1[C:10]([O:11][CH3:12])=[CH:9][CH:8]=[CH:7][C:6]=1[CH2:13][O:14][N:15]=[C:16]([C:18]1[CH:23]=[C:22]([CH3:24])[CH:21]=[C:20]([CH3:25])[N:19]=1)[CH3:17].Cl.[OH-].[Na+]>O1CCCC1>[OH:4][C:5]1[C:10]([O:11][CH3:12])=[CH:9][CH:8]=[CH:7][C:6]=1[CH2:13][O:14][N:15]=[C:16]([C:18]1[CH:23]=[C:22]([CH3:24])[CH:21]=[C:20]([CH3:25])[N:19]=1)[CH3:17] |f:2.3|. Procedure: 1.77 g (5.14 mmol) of 1-(4,6-dimethyl-2-pyridinyl)ethanone O-[(2-methoxymethoxy-3-methoxyphenyl)methyl] oxime was dissolved in 20 ml of tetrahydrofuran, and the resultant solution was added with 10 ml of 1N-hydrochloric acid. The obtained mixture was then heated to reach the reflux temperature and further stirred for an hour. Then, the mixture was cooled to a room temperature, neutralized with aqueous solution of 1N-sodium hydroxide and subjected to an extraction with diethyl ether. The resultan... Reactants: CC1(OCCO1)C1=CC=C(O1)CN1N=C(C=C1)N (1-[5-(2-methyl-[1,3]dioxolan-2-yl)-furan-2-ylmethyl]-1H-pyrazol-3-ylamine), ClC1=CC=C(C=C1)C1=C(N=CO1)C(=O)O (5-(4-chloro-phenyl)-oxazole-4-carboxylic acid), 01b. Product: C(C)(=O)C1=CC=C(O1)CN1N=C(C=C1)NC(=O)C=1N=COC1C1=CC=C(C=C1)Cl (5-(4-Chloro-phenyl)-oxazole-4-carboxylic acid [1-(5-acetyl-furan-2-ylmethyl)-1H-pyrazol-3-yl]-amide). As a reaction SMILES: [CH3:1][C:2]1([C:7]2[O:11][C:10]([CH2:12][N:13]3[CH:17]=[CH:16][C:15]([NH2:18])=[N:14]3)=[CH:9][CH:8]=2)[O:6]CCO1.[Cl:19][C:20]1[CH:25]=[CH:24][C:23]([C:26]2[O:30][CH:29]=[N:28][C:27]=2[C:31](O)=[O:32])=[CH:22][CH:21]=1>>[C:2]([C:7]1[O:11][C:10]([CH2:12][N:13]2[CH:17]=[CH:16][C:15]([NH:18][C:31]([C:27]3[N:28]=[CH:29][O:30][C:26]=3[C:23]3[CH:24]=[CH:25][C:20]([Cl:19])=[CH:21][CH:22]=3)=[O:32])=[N:14]2)=[CH:9][CH:8]=1)(=[O:6])[CH3:1]. Procedure: Following general procedure B followed by T, starting from 1-[5-(2-methyl-[1,3]dioxolan-2-yl)-furan-2-ylmethyl]-1H-pyrazol-3-ylamine and 5-(4-chloro-phenyl)-oxazole-4-carboxylic acid. LC-MS-conditions 01b: tR=1.01 min; [M+H]+=411.11. Reported procedure: Ethyl 2-(5-nitro-1,3-dioxo-1,3-dihydro-isoindol-2-ylmethyl)-3-oxo-butyrate was prepared (263 mg, 27%) in the same manner as described in the above example 6 (20) from ethyl 3-(5-nitro-1,3-dioxo-1,3-dihydro-isoindol-2-yl)-2-(2-methyl-[1,3]dioxolan-2-yl)propionate (1.11 g, 2.96 mmol) and p-toluenesulfonic acid monohydrate (100 mg), and the obtained product was identified with the following NMR data. Product: [N+](=O)([O-])C=1C=C2C(N(C(C2=CC1)=O)CC(C(=O)OCC)C(C)=O)=O (Ethyl 2-(5-nitro-1,3-dioxo-1,3-dihydro-isoindol-2-ylmethyl)-3-oxo-butyrate). Starting materials: example 6 ( 20 ), [N+](=O)([O-])C=1C=C2C(N(C(C2=CC1)=O)CC(C(=O)OCC)C1(OCCO1)C)=O (ethyl 3-(5-nitro-1,3-dioxo-1,3-dihydro-isoindol-2-yl)-2-(2-methyl-[1,3]dioxolan-2-yl)propionate), O.C1(=CC=C(C=C1)S(=O)(=O)O)C (p-toluenesulfonic acid monohydrate). As a reaction SMILES: [N+:1]([C:4]1[CH:5]=[C:6]2[C:10](=[CH:11][CH:12]=1)[C:9](=[O:13])[N:8]([CH2:14][CH:15]([C:21]1([CH3:26])OCC[O:22]1)[C:16]([O:18][CH2:19][CH3:20])=[O:17])[C:7]2=[O:27])([O-:3])=[O:2].O.C1(C)C=CC(S(O)(=O)=O)=CC=1>>[N+:1]([C:4]1[CH:5]=[C:6]2[C:10](=[CH:11][CH:12]=1)[C:9](=[O:13])[N:8]([CH2:14][CH:15]([C:21](=[O:22])[CH3:26])[C:16]([O:18][CH2:19][CH3:20])=[O:17])[C:7]2=[O:27])([O-:3])=[O:2] |f:1.2|.